Dataset: the Open Reaction Database (ORD), a public repository of structured organic reaction records. Task: describe an organic reaction: reactants, conditions, products, and yield The reactants are Cl.N1C=CC=2C1=NC=CC2OC2=C(C=C(C=C2)NC2=CC=NC=C2C(=O)NC2=C(C=C(C=C2)F)F)F (4-(4-(1H-Pyrrolo[2,3-b]pyridin-4-yloxy)-3-fluorophenylamino)-N-(2,4-difluorophenyl)nicotinamide, hydrochloride salt), Cl.N1C=CC=2C1=NC=CC2OC2=C(C=C(C=C2)NC2=CC=NC=C2C(=O)NC2=C(C=C(C=C2)F)F)F (4-(4-(1H-Pyrrolo[2,3-b]pyridin-4-yloxy)-3-fluorophenylamino)-N-(2,4-difluorophenyl)nicotinamide, hydrochloride salt), FC1=C(C(=O)NC2=C(C=CC=C2)C)C=CC=N1 (2-fluoro-N-o-tolylnicotinamide), CN1CCCC1=O (NMP), Cl (HCl), Cl (HCl). The solvent is O1CCOCC1 (1,4-dioxane). Reaction conditions: temperature 140 celsius. Product: Cl.Cl.N1C=CC=2C1=NC=CC2OC2=C(C=C(C=C2)NC2=C(C(=O)NC1=C(C=CC=C1)C)C=CC=N2)F (2-(4-(1H-Pyrrolo[2,3-b]pyridin-4-yloxy)-3-fluorophenylamino)-N-o-tolylnicotinamide, dihydrochloride salt). Isolated yield 55.9%. RXN SMILES: [ClH:1].[NH:2]1[C:6]2=[N:7][CH:8]=[CH:9][C:10]([O:11][C:12]3[CH:17]=[CH:16][C:15]([NH:18]C4C(C(NC5C=CC(F)=CC=5F)=O)=CN=CC=4)=[CH:14][C:13]=3[F:36])=[C:5]2[CH:4]=[CH:3]1.F[C:38]1[N:53]=[CH:52][CH:51]=[CH:50][C:39]=1[C:40]([NH:42][C:43]1[CH:48]=[CH:47][CH:46]=[CH:45][C:44]=1[CH3:49])=[O:41].CN1C(=O)CCC1.Cl>O1CCOCC1>[ClH:1].[ClH:1].[NH:2]1[C:6]2=[N:7][CH:8]=[CH:9][C:10]([O:11][C:12]3[CH:17]=[CH:16][C:15]([NH:18][C:38]4[N:53]=[CH:52][CH:51]=[CH:50][C:39]=4[C:40]([NH:42][C:43]4[CH:48]=[CH:47][CH:46]=[CH:45][C:44]=4[CH3:49])=[O:41])=[CH:14][C:13]=3[F:36])=[C:5]2[CH:4]=[CH:3]1 |f:0.1,6.7.8|. Procedure: To a homogeneous mixture of 4-(1H-pyrrolo[2,3-b]pyridin-4-yloxy)-3-fluorobenzenamine (0.042 g, 0.17 mmol, Compound C of Example 1) and 2-fluoro-N-o-tolylnicotinamide (0.040 g, 0.17 mmol), in anhydrous 1,4-dioxane (0.22 mL) and anhydrous NMP (0.40 mL), was added HCl (4N in 1,4-dioxane, 0.18 mL, 0.72 mmol). The reaction mixture was heated in a sealed tube at 140° C. for 65 hours before being partitioned between chloroform and 10% LiCl (aq). The aqueous layer was extracted with chloroform and the c... Reactants: COc1nc2c(c(Br)c1N)C(C)CN(C(=O)C(F)(F)F)CC2, CO, [K+], [K+], [Na+], O=C([O-])[O-], O=C([O-])O, O. The product is COc1nc2c(c(Br)c1N)C(C)CNCC2. As a reaction SMILES: [Br:1][c:2]1[c:3]([NH2:22])[c:4]([O:20][CH3:21])[n:5][c:6]2[c:12]1[CH:11]([CH3:13])[CH2:10][N:9]([C:14](=[O:15])[C:16]([F:17])([F:18])[F:19])[CH2:8][CH2:7]2.[CH3:29][OH:30].[K+:23].[K+:24].[Na+:36].[O-:25][C:26]([O-:27])=[O:28].[O-:32][C:33]([OH:34])=[O:35].[OH2:31]>>[Br:1][c:2]1[c:3]([NH2:22])[c:4]([O:20][CH3:21])[n:5][c:6]2[c:12]1[CH:11]([CH3:13])[CH2:10][NH:9][CH2:8][CH2:7]2. The reactants are CS(C)=O, BrCC1CCCCC1, CC(CF)(CF)C(=O)Cn1cncn1, [K+], [OH-], O. Product: CC(CF)(CF)C(=O)C(CC1CCCCC1)n1cncn1. As a reaction SMILES: [CH3:26][S:27]([CH3:28])=[O:29].[CH:17]1([CH2:23][Br:24])[CH2:18][CH2:19][CH2:20][CH2:21][CH2:22]1.[F:3][CH2:4][C:5]([CH3:6])([C:7]([CH2:8][n:9]1[n:10][cH:11][n:12][cH:13]1)=[O:14])[CH2:15][F:16].[K+:2].[OH-:1].[OH2:25]>>[F:3][CH2:4][C:5]([CH3:6])([C:7]([CH:8]([n:9]1[n:10][cH:11][n:12][cH:13]1)[CH2:23][CH:17]1[CH2:18][CH2:19][CH2:20][CH2:21][CH2:22]1)=[O:14])[CH2:15][F:16]. The reactants are C1(=CC=CC=C1)C1C(C1)NC=1C2=C(N=C(N1)S(=O)(=O)CCC)N(N=N2)C2C(C(CC2)O)O (3-[7-[(2-Phenylcyclopropyl)amino]-5-(propylsulphonyl)-3H-[1,2,3]triazolo[4,5-d]pyrimidin-3-yl]cyclopentane-1,2-diol), C[S-].[Na+] (sodium methanethiolate). Solvent: O1CCCC1 (tetrahydrofuran), O (water). Run at time 8 hour. The product is C1(=CC=CC=C1)C1C(C1)NC=1C2=C(N=C(N1)SC)N(N=N2)C2C(C(CC2)O)O (3-[7-[(2-Phenylcyclopropyl)amino]-5-(methylthio)-3H-[1,2,3]triazolo[4,5-d]pyrimidin-3-yl]cyclopentane-1,2-diol). RXN SMILES: [C:1]1([CH:7]2[CH2:9][CH:8]2[NH:10][C:11]2[C:12]3[N:25]=[N:24][N:23]([CH:26]4[CH2:30][CH2:29][CH:28]([OH:31])[CH:27]4[OH:32])[C:13]=3[N:14]=[C:15]([S:17]([CH2:20]CC)(=O)=O)[N:16]=2)[CH:6]=[CH:5][CH:4]=[CH:3][CH:2]=1.C[S-].[Na+]>O1CCCC1.O>[C:1]1([CH:7]2[CH2:9][CH:8]2[NH:10][C:11]2[C:12]3[N:25]=[N:24][N:23]([CH:26]4[CH2:30][CH2:29][CH:28]([OH:31])[CH:27]4[OH:32])[C:13]=3[N:14]=[C:15]([S:17][CH3:20])[N:16]=2)[CH:6]=[CH:5][CH:4]=[CH:3][CH:2]=1 |f:1.2|. Procedure details: A solution of product from step b) (0.15 g) in tetrahydrofuran (10 ml) was treated with sodium methanethiolate (0.046 g) in water (1 ml). The solution was stirred at room temperature overnight. The solution was concentrated in vacuo and residue was purified by chromatography (SiO2, ethyl acetate:dichloromethane 1:1 as eluant) to afford the title compound (0.095 g). Reactants: C(C)OC1=CC=C(C=C1)C(COCC1=CC(=C(C=C1)F)OC1=CC=CC=C1)(C)C (3-phenoxy-4-fluorobenzyl 2-(4-ethoxyphenyl)-2-methylpropyl ether), ClC=1C=C(C=CC1OCC)C(COCC1=CC(=C(C=C1)F)OC1=CC=CC=C1)(C)C (3-phenoxy-4-fluorobenzyl 2-(3-chloro-4-ethoxyphenyl)-2-methylpropyl ether). Solvent: C1=CC=CC=C1 (benzene). The product is O(C1=CC=CC=C1)C=1C=C(C=CC1F)C (3-phenoxy-4-fluorotoluene), C(C)OC1=CC=C(C(CO)(C)C)C=C1 (4-ethoxyneophyl alcohol). As a reaction SMILES: [CH2:1]([O:3][C:4]1[CH:9]=[CH:8][C:7]([C:10]([CH3:29])([CH3:28])[CH2:11][O:12][CH2:13][C:14]2[CH:19]=[CH:18][C:17]([F:20])=[C:16]([O:21][C:22]3[CH:27]=[CH:26][CH:25]=[CH:24][CH:23]=3)[CH:15]=2)=[CH:6][CH:5]=1)[CH3:2].ClC1C=C(C(C)(C)COCC2C=CC(F)=C(OC3C=CC=CC=3)C=2)C=CC=1OCC>C1C=CC=CC=1>[O:21]([C:16]1[CH:15]=[C:14]([CH3:13])[CH:19]=[CH:18][C:17]=1[F:20])[C:22]1[CH:27]=[CH:26][CH:25]=[CH:24][CH:23]=1.[CH2:1]([O:3][C:4]1[CH:9]=[CH:8][C:7]([C:10]([CH3:28])([CH3:29])[CH2:11][OH:12])=[CH:6][CH:5]=1)[CH3:2]. Procedure details: The reaction mixture was cooled to room temperature and the residual pressure was released, and 100 ml of benzene was added into the autoclave to dissolve the oily portion. Then, the catalyst was removed by filtration, and the filtrate was sufficiently shaken and allowed to stand still to cause phase separation. Then, the obtained benzene layer was washed with 100 ml of water three times and benzene was removed by distillation under reduced pressure to give an oily product. From the results of t... The reactants are BrC1=C(N)C(=CC(=C1)F)[N+](=O)[O-] (2-bromo-4-fluoro-6-nitroaniline), Cl[Sn]Cl (SnCl2). The solvent is CCO (EtOH). Product: BrC1=C(C(=CC(=C1)F)N)N (3-bromo-5-fluorobenzene-1,2-diamine). Isolated yield 83.5%. Reaction SMILES: [Br:1][C:2]1[CH:8]=[C:7]([F:9])[CH:6]=[C:5]([N+:10]([O-])=O)[C:3]=1[NH2:4].Cl[Sn]Cl>CCO>[Br:1][C:2]1[CH:8]=[C:7]([F:9])[CH:6]=[C:5]([NH2:10])[C:3]=1[NH2:4]. Procedure: A suspension of 2-bromo-4-fluoro-6-nitroaniline (14 g, 59 mmol) and SnCl2 (66 g, 295 mmol) in EtOH (50 mL) was heated at reflux for 5 h. The reaction mixture was concentrated in vacuo. To the residue was added EtOAc (100 mL) and satd. aq. NaHCO3 (200 mL). The mixture was filtered over Celite® and washed with EtOAc (100 mL×3). The combined organic layers were washed with satd. aq. NaHCO3, water, and brine, dried (MgSO4), filtered, and concentrated in vacuo to afford 3-bromo-5-fluorobenzene-1,2-di... Starting materials: COC=1C=C(C=O)C=CC1 (3-Methoxybenzaldehyde), C1(=CC=CC=C1)C (toluene), C(C)(=O)[O-].[NH4+] (ammonium acetate), C(#N)CC(=O)O (cyanoacetic acid). Run in N1=CC=CC=C1 (pyridine). The product is COC=1C=C(C=CC#N)C=CC1 (3-methoxycinnamonitrile). RXN SMILES: [CH3:1][O:2][C:3]1[CH:4]=[C:5]([CH:8]=[CH:9][CH:10]=1)[CH:6]=O.C1(C)C=CC=CC=1.C([O-])(=O)C.[NH4+].[C:23]([CH2:25]C(O)=O)#[N:24]>N1C=CC=CC=1>[CH3:1][O:2][C:3]1[CH:4]=[C:5]([CH:8]=[CH:9][CH:10]=1)[CH:6]=[CH:25][C:23]#[N:24] |f:2.3|. Procedure: 3-Methoxybenzaldehyde (20.8 g, 0.15 mol) was treated with toluene (dry, 140 mL), pyridine (dry, 60 mL), ammonium acetate (0.59 g) and cyanoacetic acid (11.9 g, 0.14 mol) and then heated under reflux with a Dean-Stark trap for 71 h according to the procedure of Montgomery et. al (J. Med. Chem. 1993, 36, 55). The reaction mixture was concentrated under reduced pressure. The residue was dissolved in dichloromethane and washed with 10% aq. HCl, dried over anhydrous sodium sulfate and concentrated un... Reactants: BrC=1C(=CC2=C(C(=C(O2)C2CC2)C(=O)NC)C1)NS(=O)(=O)C (5-bromo-2-cyclopropyl-N-methyl-6-(methylsulfonamido)benzofuran-3-carboxamide), C(=O)([O-])[O-].[K+].[K+] (K2CO3), CI (CH3I). The solvent is CN(C)C=O (DMF). Reaction conditions: temperature 80 celsius, time 2 hour. Product: BrC=1C(=CC2=C(C(=C(O2)C2CC2)C(=O)NC)C1)N(S(=O)(=O)C)C (5-bromo-2-cyclopropyl-N-methyl-6-(N-methylmethylsulfonamido)benzofuran-3-carboxamide). Yield: 63.9%. As a reaction SMILES: [Br:1][C:2]1[C:3]([NH:18][S:19]([CH3:22])(=[O:21])=[O:20])=[CH:4][C:5]2[O:9][C:8]([CH:10]3[CH2:12][CH2:11]3)=[C:7]([C:13]([NH:15][CH3:16])=[O:14])[C:6]=2[CH:17]=1.[C:23]([O-])([O-])=O.[K+].[K+].CI>CN(C=O)C>[Br:1][C:2]1[C:3]([N:18]([CH3:23])[S:19]([CH3:22])(=[O:20])=[O:21])=[CH:4][C:5]2[O:9][C:8]([CH:10]3[CH2:11][CH2:12]3)=[C:7]([C:13]([NH:15][CH3:16])=[O:14])[C:6]=2[CH:17]=1 |f:1.2.3|. Procedure: To a suspension of compound 5-bromo-2-cyclopropyl-N-methyl-6-(methylsulfonamido)benzofuran-3-carboxamide (1.5 g, 3.9 mmol) and K2CO3 (1.6 mg, 7.8 mmol) in DMF (15 mL) was added dropwise CH3I (1.1 mg, 7.8 mmol) at 0° C. under N2, and then the mixture was stirred at 80° C. for 2 hours. After concentration in vacuum, the residue was suspended in H2O and extracted with DCM. The combined organic layer was washed with H2O, brine and dried over Na2SO4. The mixture was filtered and concentrated to give ... The reactants are CN1C(CCC1)CCN1C2=C(OCC1=O)C=C(C=C2)[N+](=O)[O-] (4-(2-(1-methylpyrrolidin-2-yl)ethyl)-7-nitro-2H-benzo[b][1,4]oxazin-3(4H)-one). The reagents and catalysts are [Pd] (Pd—C). Solvent: C(C)O (ethanol). Conditions: time 2 hour. Yields the product NC=1C=CC2=C(OCC(N2CCC2N(CCC2)C)=O)C1 (7-Amino-4-(2-(1-methylpyrrolidin-2-yl)ethyl)-2H-benzo[b][1,4]oxazin-3(4H)-one). Yield: 99.6%. RXN SMILES: [CH3:1][N:2]1[CH2:6][CH2:5][CH2:4][CH:3]1[CH2:7][CH2:8][N:9]1[C:14](=[O:15])[CH2:13][O:12][C:11]2[CH:16]=[C:17]([N+:20]([O-])=O)[CH:18]=[CH:19][C:10]1=2>C(O)C.[Pd]>[NH2:20][C:17]1[CH:18]=[CH:19][C:10]2[N:9]([CH2:8][CH2:7][CH:3]3[CH2:4][CH2:5][CH2:6][N:2]3[CH3:1])[C:14](=[O:15])[CH2:13][O:12][C:11]=2[CH:16]=1. Reported procedure: A solution of 4-(2-(1-methylpyrrolidin-2-yl)ethyl)-7-nitro-2H-benzo[b][1,4]oxazin-3(4H)-one (0.49 g, 1.604 mmol) in dry ethanol (5 mL) was treated with Pd—C (˜0.05 g) and purged with hydrogen gas. The flask was evacuated and purged twice with hydrogen gas. The reaction stirred at room temperature under hydrogen atmosphere (balloon pressure) for 2 hours. The reaction was filtered through a Celite bed and washed with methanol (3×10 mL). The combined organic layers were evaporated to obtain the cru...